The task is: describe an organic reaction: reactants, conditions, products, and yield. This data is from the Open Reaction Database (ORD), a public repository of structured organic reaction records. The reactants are O=C([O-])[O-], ClCC1CO1, [K+], [K+], Oc1ccc(Cl)cc1Cl. The product is Clc1ccc(OCC2CO2)c(Cl)c1. Reaction SMILES: [C:10](=[O:11])([O-:12])[O-:13].[Cl:16][CH2:17][CH:18]1[CH2:19][O:20]1.[K+:14].[K+:15].[OH:1][c:2]1[cH:3][cH:4][c:5]([Cl:6])[cH:7][c:8]1[Cl:9]>>[O:1]([c:2]1[cH:3][cH:4][c:5]([Cl:6])[cH:7][c:8]1[Cl:9])[CH2:17][CH:18]1[CH2:19][O:20]1.